This data is from the Open Reaction Database (ORD), a public repository of structured organic reaction records. The task is: describe an organic reaction: reactants, conditions, products, and yield Reactants: COCCNC (N-(2-methoxyethyl)methylamine), N1=CC=CC=C1 (pyridine), C(C)(=O)OC(C)=O (acetic anhydride). Run at time 24 hour. Product: COCCN(C(C)=O)C (N-(2-methoxyethyl)-N-methylacetamide). As a reaction SMILES: C[O:2]CCNC.[C:7]([O:10][C:11](=O)[CH3:12])(=O)C.[N:14]1[CH:19]=CC=[CH:16][CH:15]=1>>[CH3:7][O:10][CH2:11][CH2:12][N:14]([CH3:19])[C:15](=[O:2])[CH3:16]. Procedure: Dissolve N-(2-methoxyethyl)methylamine (5.81 g, 65.18 mmol) in 40 mL of pyridine at 0° C. and add acetic anhydride dropwise. After 30 minutes raise the reaction to room temperature and stir for 24 hours. Remove the solvent in vacuo and dissolve the residue in methylene chloride and wash with 5N HCl. Dry the organic layer with magnesium sulfate. Filter and remove the solvent in vacuo to give 4.23 g of crude N-(2-methoxyethyl)-N-methylacetamide. Dissolve this crude material (4.23 g, 32.25 mmol) in...